From a dataset of the Open Reaction Database (ORD), a public repository of structured organic reaction records. describe an organic reaction: reactants, conditions, products, and yield Reactants: C1(=C(C=CC=C1)NN)C (1-o-tolylhydrazine), C(C)O (ethanol), O=C(C(=O)O)CC (α-ketobutyric acid), C(C)O (ethanol). Conditions: temperature 50 celsius, time 8 hour. Yields the product CC1=C(NC2=C(C=CC=C12)C)C(=O)OCC (ethyl 3,7-dimethyl-1H-indole-2-carboxylate). Isolated yield 27.0%. Reaction SMILES: [C:1]1([CH3:9])[CH:6]=[CH:5][CH:4]=[CH:3][C:2]=1[NH:7]N.O=[C:11]([CH2:15][CH3:16])[C:12]([OH:14])=[O:13].[CH2:17](O)[CH3:18]>>[CH3:16][C:15]1[C:3]2[C:2](=[C:1]([CH3:9])[CH:6]=[CH:5][CH:4]=2)[NH:7][C:11]=1[C:12]([O:14][CH2:17][CH3:18])=[O:13]. Procedure: A suspension of 1-o-tolylhydrazine (3.8 g, 30.9 mmol) in ethanol was warmed to 50° C. A solution of α-ketobutyric acid (3.16 g, 30.9 mmol) in ethanol was added and the mixture stirred at rt overnight. Hydrogen chloride was bubbled through the solution for 30 min and the mixture heated at reflux for 2 h then evaporated in vacuo. The crude reaction was chromatographed over silica gel eluting with ethyl acetate/hexane (5%) to afford the title compound (1.84 g, 27%). 1H NMR (400 MHz, CDCl3) δ 8.55 (... Starting materials: C1(=CC=C(C=C1)CCNC(=O)C=1N=NC(=CC1)Cl)C1=CC=CC=C1 (6-chloropyridazine-3-carboxylic acid (2-biphenyl-4-yl-ethyl)amide), N1(CCNCC1)C(=O)C1=C(C=CC=C1)C(F)(F)F (piperazin-1-yl-(2-trifluoromethylphenyl)methanone). Yields the product C1(=CC=C(C=C1)CCNC(=O)C=1N=NC(=CC1)N1CCN(CC1)C(C1=C(C=CC=C1)C(F)(F)F)=O)C1=CC=CC=C1 (6-[4-(2-TRIFLUOROMETHYLBENZOYL)PIPERAZIN-1-YL]PYRIDAZINE-3-CARBOXYLIC ACID (2-BIPHENYL-4-YL-ETHYL)AMIDE), powder. Yield: 63.2%. As a reaction SMILES: [C:1]1([C:19]2[CH:24]=[CH:23][CH:22]=[CH:21][CH:20]=2)[CH:6]=[CH:5][C:4]([CH2:7][CH2:8][NH:9][C:10]([C:12]2[N:13]=[N:14][C:15](Cl)=[CH:16][CH:17]=2)=[O:11])=[CH:3][CH:2]=1.[N:25]1([C:31]([C:33]2[CH:38]=[CH:37][CH:36]=[CH:35][C:34]=2[C:39]([F:42])([F:41])[F:40])=[O:32])[CH2:30][CH2:29][NH:28][CH2:27][CH2:26]1>>[C:1]1([C:19]2[CH:24]=[CH:23][CH:22]=[CH:21][CH:20]=2)[CH:6]=[CH:5][C:4]([CH2:7][CH2:8][NH:9][C:10]([C:12]2[N:13]=[N:14][C:15]([N:28]3[CH2:29][CH2:30][N:25]([C:31](=[O:32])[C:33]4[CH:38]=[CH:37][CH:36]=[CH:35][C:34]=4[C:39]([F:42])([F:40])[F:41])[CH2:26][CH2:27]3)=[CH:16][CH:17]=2)=[O:11])=[CH:3][CH:2]=1. Reported procedure: Following the procedure of Example 15, making variations only as required to use 6-chloropyridazine-3-carboxylic acid (2-biphenyl-4-yl-ethyl)amide in place of 6-chloropyridazine-3-carboxylic acid (2-cyclopropyl-2-hydroxyethyl)amide to react with piperazin-1-yl-(2-trifluoromethylphenyl)methanone, the title compound was obtained as a white powder (63.2% yield). 1H NMR (500 MHz, CDCl3) δ 8.07, 7.98, 7.76, 7.64, 7.60-7.52, 7.44, 7.38-7.30, 7.00, 4.06, 3.88, 3.82-3.68, 3.36, 2.98. Reagents/catalysts: [Ni] (Raney-nickel), [Ni] (nickel). Reported procedure: In a 200 mL-volume glass flask equipped with a stirrer, a thermometer and a dropping funnel were placed under nitrogen atmosphere 4.0 g (12.7 mmol) of 3-[2-cyclopropyl-4-(4-fluorophenyl)-3-quinolyl]prop-2-enenitrile (prepared in Reference Example 1), 1.6 g (25.4 mmol) of ammonium formate, 4.4 g (37.5 mmol as nickel atom) of water-containing developed Raney-nickel (NDHT-90, nickel content 50 wt. %, available from Kawaken Fine Chemical Co., Ltd.), and 40 mL of acetic acid. The content was reacted ... Isolated yield 84.4%. Product: C1(CC1)C1=NC2=CC=CC=C2C(=C1C=CC=O)C1=CC=C(C=C1)F (3-[2-cyclopropyl-4-(4-fluorophenyl)-3-quinolyl]prop-2-enal). Solvent: C(C)O (ethanol). RXN SMILES: [CH:1]1([C:4]2[C:13]([CH:14]=[CH:15][C:16]#N)=[C:12]([C:18]3[CH:23]=[CH:22][C:21]([F:24])=[CH:20][CH:19]=3)[C:11]3[C:6](=[CH:7][CH:8]=[CH:9][CH:10]=3)[N:5]=2)[CH2:3][CH2:2]1.C([O-])=[O:26].[NH4+].O.C(O)(=O)C>[Ni].C(O)C>[CH:1]1([C:4]2[C:13]([CH:14]=[CH:15][CH:16]=[O:26])=[C:12]([C:18]3[CH:23]=[CH:22][C:21]([F:24])=[CH:20][CH:19]=3)[C:11]3[C:6](=[CH:7][CH:8]=[CH:9][CH:10]=3)[N:5]=2)[CH2:3][CH2:2]1 |f:1.2|. The reactants are C1(CC1)C1=NC2=CC=CC=C2C(=C1C=CC#N)C1=CC=C(C=C1)F (3-[2-cyclopropyl-4-(4-fluorophenyl)-3-quinolyl]prop-2-enenitrile), C(C)(=O)O (acetic acid), C(=O)[O-].[NH4+] (ammonium formate), O (water). Starting materials: Cl.O=C1NCN(C12CCNCC2)C2=CC=CC=C2 (4-oxo-1-phenyl-1,3,8-triazaspiro[4.5]decane hydrochloride), C1(CCCCCC1)=O (cycloheptanone), [C-]#N.[K+] (KCN). Solvent: O (water). Run at time 20 hour. Yields the product O=C1NCN(C12CCN(CC2)C2(CCCCCC2)C#N)C2=CC=CC=C2 (1-(4-Oxo-1-phenyl-1,3,8-triazaspiro[4.5]dec-8-yl)cycloheptane-carbonitrile). Isolated yield 42.4%. Reaction SMILES: Cl.[O:2]=[C:3]1[C:7]2([CH2:12][CH2:11][NH:10][CH2:9][CH2:8]2)[N:6]([C:13]2[CH:18]=[CH:17][CH:16]=[CH:15][CH:14]=2)[CH2:5][NH:4]1.[C:19]1(=O)[CH2:25][CH2:24][CH2:23][CH2:22][CH2:21][CH2:20]1.[C-:27]#[N:28].[K+]>O>[O:2]=[C:3]1[C:7]2([CH2:8][CH2:9][N:10]([C:19]3([C:27]#[N:28])[CH2:25][CH2:24][CH2:23][CH2:22][CH2:21][CH2:20]3)[CH2:11][CH2:12]2)[N:6]([C:13]2[CH:18]=[CH:17][CH:16]=[CH:15][CH:14]=2)[CH2:5][NH:4]1 |f:0.1,3.4|. Procedure: To a stirred mixture of 1-(4-oxo-1-phenyl-1,3,8-triazaspiro[4.5]decane hydrochloride (578.8 mg, 2.16 mmol) and cycloheptanone (304 μl, 2.59 mmol) was added a solution of KCN (169 mg, 2.59 mmol) in water (1 ml) at room temperature. The reaction mixture was vigorously stirred at room temperature for 20 h. The precipitated white solid was collected by filtration, washed with water and hexane, and dried under vacuum at 50° C. for 1 h to afford 323 mg (42.4 %) of white powder. Reactants: FC(C1=CC=C(C=C1)C1=NSC2=C1C=CC(=C2)CCCOS(=O)(=O)C)(F)F (Methanesulfonic acid 3-[3-(4-trifluoromethyl-phenyl)-benzo[d]isothiazol-6-yl]-propyl ester), CNCCO (2-Methylaminoethanol). Product: CN(CCO)CCCC1=CC2=C(C(=NS2)C2=CC=C(C=C2)C(F)(F)F)C=C1 (2-(Methyl-{3-[3-(4-trifluoromethyl-phenyl)-benzo[d]isothiazol-6-yl]-propyl}-amino)-ethanol). As a reaction SMILES: [F:1][C:2]([F:27])([F:26])[C:3]1[CH:8]=[CH:7][C:6]([C:9]2[C:13]3[CH:14]=[CH:15][C:16]([CH2:18][CH2:19][CH2:20]OS(C)(=O)=O)=[CH:17][C:12]=3[S:11][N:10]=2)=[CH:5][CH:4]=1.[CH3:28][NH:29][CH2:30][CH2:31][OH:32]>>[CH3:28][N:29]([CH2:20][CH2:19][CH2:18][C:16]1[CH:15]=[CH:14][C:13]2[C:9]([C:6]3[CH:5]=[CH:4][C:3]([C:2]([F:27])([F:1])[F:26])=[CH:8][CH:7]=3)=[N:10][S:11][C:12]=2[CH:17]=1)[CH2:30][CH2:31][OH:32]. Reported procedure: In analogy to example 17.1; Methanesulfonic acid 3-[3-(4-trifluoromethyl-phenyl)-benzo[d]isothiazol-6-yl]-propyl ester and 2-Methylaminoethanol were converted to yield 2-(Methyl-{3-[3-(4-trifluoromethyl-phenyl)-benzo[d]isothiazol-6-yl]-propyl}-amino)-ethanol as light brown oil, MS: 395 (MH+). The reactants are BrCc1ccccc1, O=C([O-])[O-], Oc1ccc2nc(Cl)ccc2c1, [Cs+], [Cs+], CN(C)C=O, O. Yields the product Clc1ccc2cc(OCc3ccccc3)ccc2n1. As a reaction SMILES: [Br:19][CH2:20][c:21]1[cH:22][cH:23][cH:24][cH:25][cH:26]1.[C:13](=[O:14])([O-:15])[O-:16].[Cl:1][c:2]1[n:3][c:4]2[cH:5][cH:6][c:7]([OH:12])[cH:8][c:9]2[cH:10][cH:11]1.[Cs+:17].[Cs+:18].[O:28]=[CH:29][N:30]([CH3:31])[CH3:32].[OH2:27]>>[Cl:1][c:2]1[n:3][c:4]2[cH:5][cH:6][c:7]([O:12][CH2:20][c:21]3[cH:22][cH:23][cH:24][cH:25][cH:26]3)[cH:8][c:9]2[cH:10][cH:11]1.